From a dataset of the Open Reaction Database (ORD), a public repository of structured organic reaction records. describe an organic reaction: reactants, conditions, products, and yield The reactants are ClC=1C(=CC2=C(SC=C2C2=CC=CC=C2)C1Cl)OC (6,7-dichloro-5-methoxy-3-phenylbenzo[b]thiophene), Cl.N1=CC=CC=C1 (pyridine hydrochloride). The product is ClC=1C(=CC2=C(SC=C2C2=CC=CC=C2)C1Cl)O (6,7-dichloro-5-hydroxy-3-phenylbenzo[b]thiophene). The yield is 84.7%. RXN SMILES: [Cl:1][C:2]1[C:3]([O:18]C)=[CH:4][C:5]2[C:9]([C:10]3[CH:15]=[CH:14][CH:13]=[CH:12][CH:11]=3)=[CH:8][S:7][C:6]=2[C:16]=1[Cl:17].Cl.N1C=CC=CC=1>>[Cl:1][C:2]1[C:3]([OH:18])=[CH:4][C:5]2[C:9]([C:10]3[CH:15]=[CH:14][CH:13]=[CH:12][CH:11]=3)=[CH:8][S:7][C:6]=2[C:16]=1[Cl:17] |f:1.2|. Procedure details: A mixture of 1.6 mmoles of 6,7-dichloro-5-methoxy-3-phenylbenzo[b]thiophene and 5 g of pyridine hydrochloride is heated at 195° for 30 min. with stirring. The mixture is cooled and triturated with 50 ml of water. The solid material is collected on a filter, air dried and recrystallized from acetone-hexane to give 0.4 g of 6,7-dichloro-5-hydroxy-3-phenylbenzo[b]thiophene as white prisms, mp 157°-159°. Reactants: [O-]S(=O)S(=O)[O-].[Na+].[Na+] (Na2S2O4), CO (Methanol), FC1=CC(=C(N)C=C1F)[N+](=O)[O-] (4,5-difluoro-2-nitroaniline), C(=O)(O)[O-].[Na+] (NaHCO3). Run in C(C)(=O)OCC (ethyl acetate), O (water), C1CCOC1 (THF), O (water). Conditions: time 2 hour. The product is FC=1C=C(C(=CC1F)N)N (4,5-difluorobenzene-1,2-diamine). As a reaction SMILES: [F:1][C:2]1[C:8]([F:9])=[CH:7][C:5]([NH2:6])=[C:4]([N+:10]([O-])=O)[CH:3]=1.[O-]S(S([O-])=O)=O.[Na+].[Na+].C([O-])(O)=O.[Na+].CO>C1COCC1.O.C(OCC)(=O)C>[F:1][C:2]1[CH:3]=[C:4]([NH2:10])[C:5]([NH2:6])=[CH:7][C:8]=1[F:9] |f:1.2.3,4.5|. Procedure: A solution of 4,5-difluoro-2-nitroaniline (6)(1.0 g) in 30 mL of THF was treated with a solution comprised of 6 g of Na2S2O4 and 3 g NaHCO3 in 30 mL of water. Methanol (10 mL) was added after the addition of the aqueous solution so that the mixture remained homogeneous. The mixture was stirred for two hours and then diluted with 100 mL of ethyl acetate and 100 mL of water. The organic layer was separated and the aqueous layer was extracted again with 100 mL of methylene chloride. The combined or... Reactants: ClCCl, CO, CCOC(=O)c1nnc(-c2ccccc2)cc1-c1cccc([N+](=O)[O-])c1, N. Product: NC(=O)c1nnc(-c2ccccc2)cc1-c1cccc([N+](=O)[O-])c1. RXN SMILES: [CH2:30]([Cl:31])[Cl:32].[CH3:27][OH:28].[N+:1](=[O:2])([O-:3])[c:4]1[cH:5][c:6](-[c:10]2[c:11]([C:22]([O:24][CH2:23][CH3:25])=[O:26])[n:12][n:13][c:14](-[c:16]3[cH:17][cH:18][cH:19][cH:20][cH:21]3)[cH:15]2)[cH:7][cH:8][cH:9]1.[NH3:29]>>[N+:1](=[O:2])([O-:3])[c:4]1[cH:5][c:6](-[c:10]2[c:11]([C:22](=[O:24])[NH2:29])[n:12][n:13][c:14](-[c:16]3[cH:17][cH:18][cH:19][cH:20][cH:21]3)[cH:15]2)[cH:7][cH:8][cH:9]1. Reactants: Cl.CNC1=CC=C(OCC(=O)N[C@@H](CC(N)=O)C(=O)N[C@H]([C@@H](C(=O)N2[C@H](C(=O)NC(C)(C)C)CCC2)O)CC2=CC=CC=C2)C=C1 (1-[(2S,3S)-3-{N2 -[4-(Methylamino)phenoxyacetyl]-L-asparaginyl}amino-2-hydroxy-4-phenylbutyryl]-N-t-butyl-L-prolinamide hydrochloride), [N+](=O)([O-])C1=CC=C(OC(=O)Cl)C=C1 (4-nitrophenoxycarbonyl chloride). The product is [N+](=O)([O-])C1=CC=C(OC(=O)N(C)C2=CC=C(OCC(=O)N[C@@H](CC(N)=O)C(=O)N[C@H]([C@@H](C(=O)N3[C@H](C(=O)NC(C)(C)C)CCC3)O)CC3=CC=CC=C3)C=C2)C=C1 (1-[(2S,3S)-3-{N2 -[4-(N-p-Nitrophenoxycarbonyl-N-methylamino)phenoxy]acetyl-L-asparaginyl}amino-2-hydroxy-4-phenylbutyryl]-N-t-butyl-L-prolinamide). The yield is 20.2%. Reaction SMILES: Cl.[CH3:2][NH:3][C:4]1[CH:46]=[CH:45][C:7]([O:8][CH2:9][C:10]([NH:12][C@H:13]([C:18]([NH:20][C@@H:21]([CH2:38][C:39]2[CH:44]=[CH:43][CH:42]=[CH:41][CH:40]=2)[C@H:22]([OH:37])[C:23]([N:25]2[CH2:36][CH2:35][CH2:34][C@H:26]2[C:27]([NH:29][C:30]([CH3:33])([CH3:32])[CH3:31])=[O:28])=[O:24])=[O:19])[CH2:14][C:15](=[O:17])[NH2:16])=[O:11])=[CH:6][CH:5]=1.[N+:47]([C:50]1[CH:59]=[CH:58][C:53]([O:54][C:55](Cl)=[O:56])=[CH:52][CH:51]=1)([O-:49])=[O:48]>>[N+:47]([C:50]1[CH:59]=[CH:58][C:53]([O:54][C:55]([N:3]([C:4]2[CH:5]=[CH:6][C:7]([O:8][CH2:9][C:10]([NH:12][C@H:13]([C:18]([NH:20][C@@H:21]([CH2:38][C:39]3[CH:40]=[CH:41][CH:42]=[CH:43][CH:44]=3)[C@H:22]([OH:37])[C:23]([N:25]3[CH2:36][CH2:35][CH2:34][C@H:26]3[C:27]([NH:29][C:30]([CH3:33])([CH3:32])[CH3:31])=[O:28])=[O:24])=[O:19])[CH2:14][C:15](=[O:17])[NH2:16])=[O:11])=[CH:45][CH:46]=2)[CH3:2])=[O:56])=[CH:52][CH:51]=1)([O-:49])=[O:48] |f:0.1|. Procedure: Following a procedure similar to that described in Example 30, but using 500 mg (0.76 mmol) of 1-{(2S,3S)-3-[N2 -(p-methylaminophenoxy)acetyl-L-asparaginyl]amino-2-hydroxy-4-phenylbutyryl}-N-t-butyl-L-prolinamide hydrochloride (prepared as described in Example 20) and 236 mg (1.13 mmol) of 4-nitrophenoxycarbonyl chloride, 121 mg of the title compound were obtained as a colorless powder, melting at 116°-119° C.